From a dataset of the Open Reaction Database (ORD), a public repository of structured organic reaction records. describe an organic reaction: reactants, conditions, products, and yield Starting materials: C(C1=CC=CC=C1)(C1=CC=CC=C1)C1=NC(=CC=C1)C1=C(C(=CC=C1)C(C)(C)C)OCC1=CC=CC=C1 (2-Benzhydryl-6-(2-(benzyloxy)-3-tert-butylphenyl)pyridine). The reagents and catalysts are [Pd] (palladium). The solvent is C(C)O (ethanol). Conditions: time 4 hour. Product: C(C1=CC=CC=C1)(C1=CC=CC=C1)C1=CC=CC(=N1)C1=C(C(=CC=C1)C(C)(C)C)O (2-(6-Benzhydrylpyridin-2-yl)-6-tert-butylphenol). Yield: 77.0%. As a reaction SMILES: [CH:1]([C:14]1[CH:19]=[CH:18][CH:17]=[C:16]([C:20]2[CH:25]=[CH:24][CH:23]=[C:22]([C:26]([CH3:29])([CH3:28])[CH3:27])[C:21]=2[O:30]CC2C=CC=CC=2)[N:15]=1)([C:8]1[CH:13]=[CH:12][CH:11]=[CH:10][CH:9]=1)[C:2]1[CH:7]=[CH:6][CH:5]=[CH:4][CH:3]=1>C(O)C.[Pd]>[CH:1]([C:14]1[N:15]=[C:16]([C:20]2[CH:25]=[CH:24][CH:23]=[C:22]([C:26]([CH3:28])([CH3:27])[CH3:29])[C:21]=2[OH:30])[CH:17]=[CH:18][CH:19]=1)([C:2]1[CH:7]=[CH:6][CH:5]=[CH:4][CH:3]=1)[C:8]1[CH:9]=[CH:10][CH:11]=[CH:12][CH:13]=1. Procedure details: Compound 12 (0.8 g, 1.66 mmol, 1.0 equiv) was dissolved in ethanol (30 mL) and 10% palladium (50% aqueous) on carbon (0.2 g) was added. The material was shaken on a Parr hydrogenator under a hydrogen atmosphere (30 psi) for 4 hr. The reaction was filtered through a bed of Celite and rinsed with dichloromethane (100 mL). The product was absorbed onto silica gel (3 g) by concentration under reduced pressure. This material was purified on a silica gel column (20 g) by eluting with heptanes (250 mL)... The reactants are CC(Br)c1noc(-c2cccc(Cl)c2)n1, C1CCOC1, [Li]CCCC, Cc1nnc(-c2ccncc2)n1C1CC1. Yields the product CC(Cc1nnc(-c2ccncc2)n1C1CC1)c1noc(-c2cccc(Cl)c2)n1. Reaction SMILES: [Br:21][CH:22]([CH3:23])[c:24]1[n:25][o:26][c:27](-[c:29]2[cH:30][c:31]([Cl:35])[cH:32][cH:33][cH:34]2)[n:28]1.[CH2:36]1[O:37][CH2:38][CH2:39][CH2:40]1.[CH3:1][CH2:2][CH2:3][CH2:4][Li:5].[CH:6]1([n:9]2[c:10](-[c:15]3[cH:16][cH:17][n:18][cH:19][cH:20]3)[n:11][n:12][c:13]2[CH3:14])[CH2:7][CH2:8]1>>[CH:6]1([n:9]2[c:10](-[c:15]3[cH:16][cH:17][n:18][cH:19][cH:20]3)[n:11][n:12][c:13]2[CH2:14][CH:22]([CH3:23])[c:24]2[n:25][o:26][c:27](-[c:29]3[cH:30][c:31]([Cl:35])[cH:32][cH:33][cH:34]3)[n:28]2)[CH2:7][CH2:8]1.